From a dataset of the Open Reaction Database (ORD), a public repository of structured organic reaction records. describe an organic reaction: reactants, conditions, products, and yield Reactants: O[C@H](C(=O)OC)C ((S)-methyl 2-hydroxypropanoate), ClCC1=CC=C(C=C1)OC (1-(chloromethyl)-4-methoxybenzene), CCN(C(C)C)C(C)C (DIPEA), [I-].[Na+] (sodium iodide). The solvent is CCOC(=O)C (EtOAc). Run at temperature 150 celsius. The product is COC1=CC=C(CO[C@H](C(=O)OC)C)C=C1 ((S)-methyl 2-((4-methoxybenzyl)oxy)propanoate). Isolated yield 61.9%. Reaction SMILES: [OH:1][C@@H:2]([CH3:7])[C:3]([O:5][CH3:6])=[O:4].Cl[CH2:9][C:10]1[CH:15]=[CH:14][C:13]([O:16][CH3:17])=[CH:12][CH:11]=1.CCN(C(C)C)C(C)C.[I-].[Na+]>CCOC(C)=O>[CH3:17][O:16][C:13]1[CH:14]=[CH:15][C:10]([CH2:9][O:1][C@@H:2]([CH3:7])[C:3]([O:5][CH3:6])=[O:4])=[CH:11][CH:12]=1 |f:3.4|. Procedure: A mixture of (S)-methyl 2-hydroxypropanoate (1.5 g, 14.41 mmol), 1-(chloromethyl)-4-methoxybenzene (3.38 g, 21.61 mmol), DIPEA (4.03 ml, 23.05 mmol) and sodium iodide (0.150 g, 1.001 mmol) was heated to 150° C. for 2 h. Reaction mixture then was cooled to room temperature diluted with EtOAc (100 mL) and washed with saturated NaHCO3 solution (2×50 mL) and brine. Combined organic extracts were dried over anhydrous Na2SO4 and concentrated. The crude mixture was purified by flash chromatography on s... Reaction SMILES: [CH3:1][O:2][c:3]1[n:4]([CH2:18][CH:19]2[CH2:20][O:21][CH2:22][CH2:23]2)[c:5]2[n:6][c:7]([O:13][CH2:14][CH2:15][O:16][CH3:17])[n:8][c:9]([NH2:12])[c:10]2[n:11]1.[CH3:35][OH:36].[H:24][H:25].[Na+:34].[O:26]1[CH2:27][CH2:28][O:29][CH2:30][CH2:31]1.[OH-:33].[OH2:32]>>[O:2]=[c:3]1[n:4]([CH2:18][CH:19]2[CH2:20][O:21][CH2:22][CH2:23]2)[c:5]2[n:6][c:7]([O:13][CH2:14][CH2:15][O:16][CH3:17])[n:8][c:9]([NH2:12])[c:10]2[nH:11]1. The reactants are COCCOc1nc(N)c2nc(OC)n(CC3CCOC3)c2n1, CO, [H][H], [Na+], C1COCCO1, [OH-], O. The product is COCCOc1nc(N)c2[nH]c(=O)n(CC3CCOC3)c2n1. The reactants are CC=1N(C=CN1)C=1C=C(C=CC1)O (3-(2-methyl-1H-imidazol-1-yl)phenol), S(N)(=O)(=O)Cl (sulfamoyl chloride). The solvent is C(C)#N (acetonitrile), C(C)#N (acetonitrile). The product is CC=1N(C=CN1)C=1C=C(C=CC1)OS(N)(=O)=O (Sulfamic acid 3-(2-methyl-1H-imidazol-1-yl)phenyl ester). The yield is 31.6%. Reaction SMILES: [CH3:1][C:2]1[N:3]([C:7]2[CH:8]=[C:9]([OH:13])[CH:10]=[CH:11][CH:12]=2)[CH:4]=[CH:5][N:6]=1.[S:14](Cl)(=[O:17])(=[O:16])[NH2:15]>C(#N)C>[CH3:1][C:2]1[N:3]([C:7]2[CH:8]=[C:9]([O:13][S:14](=[O:17])(=[O:16])[NH2:15])[CH:10]=[CH:11][CH:12]=2)[CH:4]=[CH:5][N:6]=1. Procedure details: A slurry of 8.7 g (0.05 mole) of 3-(2-methyl-1H-imidazol-1-yl)phenol in 150 ml of acetonitrile was treated with a solution of 0.05 mole of sulfamoyl chloride in 20 ml of acetonitrile. The mixture dissolved and slowly deposited off-white crystals over the period of 24 hr. The precipitate was collected and triturated with hot absolute ethanol. The slurry was cooled and the precipitate was collected and dried to give 4.0 g (32%) of off-white powder, monohydrochloride, mp 197°-200° C. The reactants are Cc1onc(-c2ccccc2)c1CN, CC(C)NC(=O)c1cnc(Cl)s1, CN(C)C=O. Product: Cc1onc(-c2ccccc2)c1CNc1ncc(C(=O)NC(C)C)s1. Reaction SMILES: [CH3:1][c:2]1[c:3]([CH2:13][NH2:14])[c:4](-[c:7]2[cH:8][cH:9][cH:10][cH:11][cH:12]2)[n:5][o:6]1.[CH:15]([CH3:16])([CH3:17])[NH:18][C:19](=[O:20])[c:21]1[cH:22][n:23][c:24]([Cl:26])[s:25]1.[O:27]=[CH:28][N:29]([CH3:30])[CH3:31]>>[CH3:1][c:2]1[c:3]([CH2:13][NH:14][c:24]2[n:23][cH:22][c:21]([C:19]([NH:18][CH:15]([CH3:16])[CH3:17])=[O:20])[s:25]2)[c:4](-[c:7]2[cH:8][cH:9][cH:10][cH:11][cH:12]2)[n:5][o:6]1. Isolated yield 80.0%. Reported procedure: To 250 ml of Dowtherm-A™ at 200° C. was added in one portion the hydrochloride of compound 3 (20 g, 0.077 mol) and the mixture was stirred at 200° C. for 15 minutes. The reaction mixture was then cooled at 110° C., and the precipitate formed was removed and discarded by filtration. The filtrate was diluted in ether and extracted in water (2×200 ml). The combined aqueous phases were washed with ether, made alkaline with 6N sodium hydroxide and extracted in ether (2×150 ml). The combined ether lay... Product: C=1C=CC(=C(C1)C2(CCCCC2=O)N)Cl (norketamine). Conditions: temperature 200 celsius, time 15 minute. The reactants are Cl (hydrochloride), Cl.ClC1=C(C=CC=C1)N=CC1(CCCC1)O (1-[(o-chlorophenyl)iminomethyl]cyclopentanol hydrochloride), C1=CC=C(C=C1)C2=CC=CC=C2.C1=CC=C(C=C1)OC2=CC=CC=C2 (Dowtherm-A). As a reaction SMILES: [ClH:1].Cl.Cl[C:4]1[CH:9]=[CH:8][CH:7]=[CH:6][C:5]=1[N:10]=CC1(O)CCCC1.[CH:18]1[CH:23]=[CH:22][C:21](C2C=CC=CC=2)=[CH:20][CH:19]=1.C1C=CC([O:36]C2C=CC=CC=2)=CC=1>>[CH:19]1[CH:20]=[CH:21][C:22]([Cl:1])=[C:23]([C:5]2([NH2:10])[C:4](=[O:36])[CH2:9][CH2:8][CH2:7][CH2:6]2)[CH:18]=1 |f:1.2,3.4|. Reactants: C(C)(=O)NC1=C(C=C(C=C1[N+](=O)[O-])F)C(F)(F)F (2-acetamido-5-fluoro-3-nitrobenzotrifluoride). Solvent: Cl (HCl). Product: NC1=C(C=C(C=C1[N+](=O)[O-])F)C(F)(F)F (2-amino-5-fluoro-3-nitrobenzotrifluoride). Isolated yield 49.4%. RXN SMILES: C([NH:4][C:5]1[C:10]([N+:11]([O-:13])=[O:12])=[CH:9][C:8]([F:14])=[CH:7][C:6]=1[C:15]([F:18])([F:17])[F:16])(=O)C>Cl>[NH2:4][C:5]1[C:10]([N+:11]([O-:13])=[O:12])=[CH:9][C:8]([F:14])=[CH:7][C:6]=1[C:15]([F:18])([F:16])[F:17]. Procedure: A mixture of 2-acetamido-5-fluoro-3-nitrobenzotrifluoride (1.50 g, 5.64 mmol) in concentrated HCl (10 mL) was refluxed overnight and it was extracted by ethyl acetate (2×10 mL). The extract was dried over Mg2SO4, and evaporated to give 624 mg of 2-amino-5-fluoro-3-nitrobenzotrifluoride (50%). 1H NMR (CDCl3): δ6.547 (s, 2H), 7.570 (dd, 1H, J1 =2.7 Hz, J2 =5.7 Hz), 8.114 (dd, 1H, J1 =2.7 Hz, J2 =5.7 Hz). Product: CCCN(CCC)CCCCCc1nc2ccc(CN(Cc3ncc[nH]3)Cc3nccn3C)cc2n1CCC. Reactants: [BH3-]C#N, Cn1ccnc1C=O, CC(=O)O, CO, [Na+], CCCN(CCC)CCCCCc1nc2ccc(CNCc3ncc[nH]3)cc2n1CCC. Reaction SMILES: [C:41]([BH3-:42])#[N:43].[CH3:33][n:34]1[c:35]([CH:39]=[O:40])[n:36][cH:37][cH:38]1.[CH3:45][C:46](=[O:47])[OH:48].[CH3:49][OH:50].[Na+:44].[nH:1]1[c:2]([CH2:6][NH:7][CH2:8][c:9]2[cH:10][cH:11][c:12]3[c:13]([n:14]([CH2:29][CH2:30][CH3:31])[c:15]([CH2:17][CH2:18][CH2:19][CH2:20][CH2:21][N:22]([CH2:23][CH2:24][CH3:25])[CH2:26][CH2:27][CH3:28])[n:16]3)[cH:32]2)[n:3][cH:4][cH:5]1>>[n:1]1[c:2]([CH2:6][N:7]([CH2:8][c:9]2[cH:10][cH:11][c:12]3[c:13]([n:14]([CH2:29][CH2:30][CH3:31])[c:15]([CH2:17][CH2:18][CH2:19][CH2:20][CH2:21][N:22]([CH2:23][CH2:24][CH3:25])[CH2:26][CH2:27][CH3:28])[n:16]3)[cH:32]2)[CH2:39][c:35]2[n:34]([CH3:33])[cH:38][cH:37][n:36]2)[nH:3][cH:4][cH:5]1.